From a dataset of the Open Reaction Database (ORD), a public repository of structured organic reaction records. describe an organic reaction: reactants, conditions, products, and yield Reactants: COC(C1=CC(=C(C=C1)N1C(C(=C(C=C1C)OCC1=C(C=C(C=C1)F)F)Br)=O)Cl)=O (Methyl-4-[3-bromo-4-[(2,4-difluorobenzyl)oxy]-6-methyl-2-oxopyridin-1(2H)-yl]-3-chlorobenzoate), Cl (HCl). Solvent: O (H2O), C1CCOC1 (THF), O (H2O), C1CCOC1 (THF). Reaction conditions: time 8 hour. The product is ClC=1C=C(C(=O)OC)C=CC1N1C(C=C(C=C1C)O)=O (methyl 3-chloro-4-(4-hydroxy-6-methyl-2-oxopyridin-1(2H)-yl)benzoate). Isolated yield 110.8%. Reaction SMILES: [CH3:1][O:2][C:3](=[O:30])[C:4]1[CH:9]=[CH:8][C:7]([N:10]2[C:15]([CH3:16])=[CH:14][C:13]([O:17]CC3C=CC(F)=CC=3F)=[C:12](Br)[C:11]2=[O:28])=[C:6]([Cl:29])[CH:5]=1.Cl>C1COCC1.O>[Cl:29][C:6]1[CH:5]=[C:4]([CH:9]=[CH:8][C:7]=1[N:10]1[C:15]([CH3:16])=[CH:14][C:13]([OH:17])=[CH:12][C:11]1=[O:28])[C:3]([O:2][CH3:1])=[O:30]. Procedure details: Methyl-4-[3-bromo-4-[(2,4-difluorobenzyl)oxy]-6-methyl-2-oxopyridin-1(2H)-yl]-3-chlorobenzoate (2.30 g, 4.61 mmol) was taken up in THF (20 ml) and H2O (4 ml). 2.5 N NAOH (9.2 ml) was added to the vessel and the reaction stirred overnight to completion. Concentrated HCl was added dropwise until reaction was made acidic (pH=1). H2O (100 ml) and THF (100 ml) were added to the mixture. The contents were poured into a separatory funnel and the aqueous layer was extracted with ethyl acetate. The organ... Reactants: solution, C(C=C)[Mg]Cl (allylmagnesium chloride), C1CCOC1 (THF), BrC1=CC=C(CBr)C=C1 (4-bromobenzyl bromide). Conditions: temperature 0 celsius, time 1 hour. Product: BrC1=CC=C(C=C1)CCC=C (4-(4-Bromophenyl)-1-butene). Isolated yield 96.0%. Reaction SMILES: [CH2:1]([Mg]Cl)[CH:2]=[CH2:3].C1COCC1.[Br:11][C:12]1[CH:19]=[CH:18][C:15]([CH2:16]Br)=[CH:14][CH:13]=1>>[Br:11][C:12]1[CH:19]=[CH:18][C:15]([CH2:16][CH2:3][CH:2]=[CH2:1])=[CH:14][CH:13]=1. Reported procedure: To a 2M solution of allylmagnesium chloride in THF (24 mL, 48.00 mmol, 1.5 equiv) at 0° C. was added, under an atmosphere of N2, 4-bromobenzyl bromide (8.00 g, 32.01 mmol, 1.0 equiv) neat in 10 portions over a period of 5 min. The mixture was stirred for 1 h at 0° C. and then at rt for 28 h. The mixture was carefully quenched with water (100 mL) and then extracted with ethyl acetate (3×150 mL). The combined extracts were washed with brine (2×50 mL), dried over anhydrous Na2SO4, and concentrated....